From a dataset of the Open Reaction Database (ORD), a public repository of structured organic reaction records. describe an organic reaction: reactants, conditions, products, and yield Reactants: COc1ccc(NC(=O)CN(C)C)cc1NC(=O)OC(C)(C)C, ClCCl, O=C(O)C(F)(F)F. Product: COc1ccc(NC(=O)CN(C)C)cc1N. RXN SMILES: [CH3:1][N:2]([CH2:3][C:4](=[O:5])[NH:6][c:7]1[cH:8][cH:9][c:10]([O:21][CH3:22])[c:11]([NH:13][C:14](=[O:15])[O:16][C:17]([CH3:18])([CH3:19])[CH3:20])[cH:12]1)[CH3:23].[Cl:31][CH2:32][Cl:33].[OH:24][C:25]([C:26]([F:27])([F:28])[F:29])=[O:30]>>[CH3:1][N:2]([CH2:3][C:4](=[O:5])[NH:6][c:7]1[cH:8][cH:9][c:10]([O:21][CH3:22])[c:11]([NH2:13])[cH:12]1)[CH3:23].